This data is from the Open Reaction Database (ORD), a public repository of structured organic reaction records. The task is: describe an organic reaction: reactants, conditions, products, and yield Reactants: S1C(=CC=C1)CCN1CCC(CC1)(N(C(CC)=O)C1=CC=CC=C1)C=1OC(=NN1)CC (1-[2-(2-thienyl)ethyl]-4-(ethyl-1,3,4-oxadiazolyl)-4-(N-phenylpropionamido)piperidine), C(C(=O)O)(=O)O (oxalic acid), CO (methanol). Run in C(C)(=O)OCC (ethyl acetate). Reaction conditions: temperature 70 celsius, time 2 hour. Product: C(C(=O)[O-])(=O)[O-].S1C(=CC=C1)CC[NH+]1CCC(CC1)(N(C(CC)=O)C1=CC=CC=C1)C=1OC(=NN1)CC.S1C(=CC=C1)CC[NH+]1CCC(CC1)(C=1OC(=NN1)CC)N(C(CC)=O)C1=CC=CC=C1 (1-[2-(2-thienyl)ethyl]-4-(ethyl-1,3,4-oxadiazolyl)-4-(N-phenylpropionamido)piperidinium oxalate). Yield: 158.7%. As a reaction SMILES: [S:1]1[CH:5]=[CH:4][CH:3]=[C:2]1[CH2:6][CH2:7][N:8]1[CH2:13][CH2:12][C:11]([C:25]2[O:26][C:27]([CH2:30][CH3:31])=[N:28][N:29]=2)([N:14]([C:19]2[CH:24]=[CH:23][CH:22]=[CH:21][CH:20]=2)[C:15](=[O:18])[CH2:16][CH3:17])[CH2:10][CH2:9]1.[C:32]([OH:37])(=[O:36])[C:33]([OH:35])=[O:34].CO>C(OCC)(=O)C>[C:32]([O-:37])(=[O:36])[C:33]([O-:35])=[O:34].[S:1]1[CH:5]=[CH:4][CH:3]=[C:2]1[CH2:6][CH2:7][NH+:8]1[CH2:13][CH2:12][C:11]([C:25]2[O:26][C:27]([CH2:30][CH3:31])=[N:28][N:29]=2)([N:14]([C:19]2[CH:24]=[CH:23][CH:22]=[CH:21][CH:20]=2)[C:15](=[O:18])[CH2:16][CH3:17])[CH2:10][CH2:9]1.[S:1]1[CH:5]=[CH:4][CH:3]=[C:2]1[CH2:6][CH2:7][NH+:8]1[CH2:9][CH2:10][C:11]([N:14]([C:19]2[CH:20]=[CH:21][CH:22]=[CH:23][CH:24]=2)[C:15](=[O:18])[CH2:16][CH3:17])([C:25]2[O:26][C:27]([CH2:30][CH3:31])=[N:28][N:29]=2)[CH2:12][CH2:13]1 |f:4.5.6|. Reported procedure: To a solution of 1-[2-(2-thienyl)ethyl]-4-(ethyl-1,3,4-oxadiazolyl)-4-(N-phenylpropionamido)piperidine (660 mg, 1.50 mmol) in ethyl acetate (20 ml), oxalic acid (136 mg, 1.51 mmol, in 3 ml EtoAc) was added dropwise. The resulting mixture was heated to 70° C. and methanol added dropwise until it became a clear solution. The solution was cooled to room temperature on standing for 2 hours. The precipitate was filtered to afford the product (630 mg, 1.19 mmol) as a white crystalline compound, mp 160... Reactants: CCC(CC)(c1ccc(-c2cncc(CC(=O)OC)c2)cc1)c1ccc(CCC2(O)CCCCC2)c(C)c1, CO, [Cl-], [NH4+], [Na+], [OH-]. Yields the product CCC(CC)(c1ccc(-c2cncc(CC(=O)O)c2)cc1)c1ccc(CCC2(O)CCCCC2)c(C)c1. Reaction SMILES: [CH3:3][O:4][C:5]([CH2:6][c:7]1[cH:8][n:9][cH:10][c:11](-[c:13]2[cH:14][cH:15][c:16]([C:19]([CH2:20][CH3:21])([c:22]3[cH:23][c:24]([CH3:37])[c:25]([CH2:28][CH2:29][C:30]4([OH:36])[CH2:31][CH2:32][CH2:33][CH2:34][CH2:35]4)[cH:26][cH:27]3)[CH2:38][CH3:39])[cH:17][cH:18]2)[cH:12]1)=[O:40].[CH3:43][OH:44].[Cl-:41].[NH4+:42].[Na+:2].[OH-:1]>>[O:4]=[C:5]([CH2:6][c:7]1[cH:8][n:9][cH:10][c:11](-[c:13]2[cH:14][cH:15][c:16]([C:19]([CH2:20][CH3:21])([c:22]3[cH:23][c:24]([CH3:37])[c:25]([CH2:28][CH2:29][C:30]4([OH:36])[CH2:31][CH2:32][CH2:33][CH2:34][CH2:35]4)[cH:26][cH:27]3)[CH2:38][CH3:39])[cH:17][cH:18]2)[cH:12]1)[OH:40]. Reactants: C[Mg+].[Br-] (MeMgBr), CON(C(=O)C1=NC=C(C=C1)CCCC)C (5-butyl-pyridine-2-carboxylic acid methoxy-methyl-amide). Run in C1CCOC1 (THF). Conditions: time 1.5 hour. The product is C(CCC)C=1C=CC(=NC1)C(C)=O (1-(5-Butyl-pyridin-2-yl)-ethanone). Yield: 96.9%. Reaction SMILES: [CH3:1][Mg+].[Br-].CON(C)[C:7]([C:9]1[CH:14]=[CH:13][C:12]([CH2:15][CH2:16][CH2:17][CH3:18])=[CH:11][N:10]=1)=[O:8]>C1COCC1>[CH2:15]([C:12]1[CH:13]=[CH:14][C:9]([C:7](=[O:8])[CH3:1])=[N:10][CH:11]=1)[CH2:16][CH2:17][CH3:18] |f:0.1|. Reported procedure: MeMgBr (1.98 ml, 5.94 mmol) was added to a solution of 5-butyl-pyridine-2-carboxylic acid methoxy-methyl-amide (I-2A-38a; 880 mg, 3.96 mmol) in THF (10 ml) at 0° C. The reaction mixture was allowed to warm to room temperature and was stirred for 1.5 h, quenched with saturated aqueous NH4Cl (1 ml), and saturated aqueous NaCl. The aqueous THF solution was extracted with EtOAc (2×), and the combined organic extracts were washed with saturated aqueous NaCl, dried, and concentrated under vacuum to yi... Starting materials: NC1=NC(=C(N=C1C(CC=C)O)Cl)Cl (2-Amino-5,6-dichloro-3-(1-hydroxy-3-butenyl)pyrazine), CC(=O)C (acetone). Reagents/catalysts: [O-2].[O-2].[Mn+4] (manganese dioxide). Run at time 6 hour. Product: NC1=NC(=C(N=C1C(CC=CC=O)=O)Cl)Cl (2-Amino-5,6-dichloro-3-(4-formyl-3-butenoyl)pyrazine). RXN SMILES: [NH2:1][C:2]1[C:7]([CH:8]([OH:12])[CH2:9][CH:10]=[CH2:11])=[N:6][C:5]([Cl:13])=[C:4]([Cl:14])[N:3]=1.C[C:16](C)=[O:17]>[O-2].[O-2].[Mn+4]>[NH2:1][C:2]1[C:7]([C:8](=[O:12])[CH2:9][CH:10]=[CH:11][CH:16]=[O:17])=[N:6][C:5]([Cl:13])=[C:4]([Cl:14])[N:3]=1 |f:2.3.4|. Reported procedure: In 8 ml of acetone there was dissolved 2-amino-5,6-dichloro-3-(1-hydroxy-3-butenyl)pyrazine (120 mg) prepared in Step A above, after which there was added manganese dioxide (480 mg), followed by stirring for 6 hours at room temperature. The manganese dioxide was then filtered, the precipitate washed well with acetone, and the filtrate concentrated. The remaining material was then passed through a silica gel column and eluted with dichloromethane to give the product (23 mg). The reactants are C(C)(=O)N(CC1=CC=C(C=C1)Cl)CC1CCN(CC1)C(=O)OC(C)(C)C (4-(N-acetyl-N-(4-chlorobenzyl)aminomethyl)-1-t-butoxycarbonylpiperidine), FC(C(=O)O)(F)F (trifluoroacetic acid). Solvent: ClCCl (dichloromethane). The product is FC(C(=O)O)(F)F.C(C)(=O)N(CC1=CC=C(C=C1)Cl)CC1CCNCC1 (4-(N-acetyl-N-(4-chlorobenzyl)aminomethyl)piperidine trifluoroacetic acid salt). Reaction SMILES: [C:1]([N:4]([CH2:13][CH:14]1[CH2:19][CH2:18][N:17](C(OC(C)(C)C)=O)[CH2:16][CH2:15]1)[CH2:5][C:6]1[CH:11]=[CH:10][C:9]([Cl:12])=[CH:8][CH:7]=1)(=[O:3])[CH3:2].[F:27][C:28]([F:33])([F:32])[C:29]([OH:31])=[O:30]>ClCCl>[F:27][C:28]([F:33])([F:32])[C:29]([OH:31])=[O:30].[C:1]([N:4]([CH2:13][CH:14]1[CH2:19][CH2:18][NH:17][CH2:16][CH2:15]1)[CH2:5][C:6]1[CH:11]=[CH:10][C:9]([Cl:12])=[CH:8][CH:7]=1)(=[O:3])[CH3:2] |f:3.4|. Procedure details: To a solution of 4-(N-acetyl-N-(4-chlorobenzyl)aminomethyl)-1-t-butoxycarbonylpiperidine (280 mg, 0.73 mmol) in dichloromethane (20 mL) stirring at room temperature, was added trifluoroacetic acid (5 mL). After 16 h the solvent was evaporated under vacuum, then toluene was added and evaporated (5 mL twice), followed by diethyl ether (10 mL twice) to obtain 4-(N-acetyl-N-(4-chlorobenzyl)aminomethyl)piperidine trifluoroacetic acid salt (298 mg, quantitative yield) as a tan solid. Reactants: N#CC1CC(F)CN1C(=O)CN(C(=O)OCc1ccccc1)C12CCC(C(=O)On3nnc4ccccc43)(CC1)CC2, CCCCCCCCN. Yields the product CCCCCCCCNC(=O)C12CCC(N(CC(=O)N3CC(F)CC3C#N)C(=O)OCc3ccccc3)(CC1)CC2. RXN SMILES: [CH2:1]([c:2]1[cH:3][cH:4][cH:5][cH:6][cH:7]1)[O:8][C:9](=[O:10])[N:11]([C:12]12[CH2:13][CH2:14][C:15]([C:20]([O:22][n:21]3[c:23]4[cH:24][cH:25][cH:26][cH:27][c:28]4[n:29][n:30]3)=[O:31])([CH2:16][CH2:17]1)[CH2:18][CH2:19]2)[CH2:32][C:33](=[O:34])[N:35]1[CH:36]([C:41]#[N:42])[CH2:37][CH:38]([F:40])[CH2:39]1.[CH2:43]([CH2:44][CH2:45][CH2:46][CH2:47][CH2:48][CH2:49][CH3:50])[NH2:51]>>[CH2:1]([c:2]1[cH:3][cH:4][cH:5][cH:6][cH:7]1)[O:8][C:9](=[O:10])[N:11]([C:12]12[CH2:13][CH2:14][C:15]([C:20](=[O:22])[NH:51][CH2:43][CH2:44][CH2:45][CH2:46][CH2:47][CH2:48][CH2:49][CH3:50])([CH2:16][CH2:17]1)[CH2:18][CH2:19]2)[CH2:32][C:33](=[O:34])[N:35]1[CH:36]([C:41]#[N:42])[CH2:37][CH:38]([F:40])[CH2:39]1. Reactants: C(C(=C)C)(=O)N (methacrylamide), [O-]CC.[Na+] (sodium ethoxide), ClC(=O)OCC (ethyl chloroformate), Cl (hydrochloric acid). The solvent is O1CCOCC1 (dioxane), O1CCOCC1 (dioxane). Run at temperature 27 celsius, time 20 minute. Product: C(C(=C)C)(=O)NC(OCC)=O (ethyl N-methacryloylcarbamate). Yield: 7.6%. RXN SMILES: [C:1]([NH2:6])(=[O:5])[C:2]([CH3:4])=[CH2:3].[O-]CC.[Na+].Cl[C:12]([O:14][CH2:15][CH3:16])=[O:13].Cl>O1CCOCC1>[C:1]([NH:6][C:12](=[O:13])[O:14][CH2:15][CH3:16])(=[O:5])[C:2]([CH3:4])=[CH2:3] |f:1.2|. Reported procedure: In 52 g of dioxane, 12.5 g of methacrylamide and 1.0 g of sodium ethoxide (NaOEt) were dissolved and the solution was stirred for 20 minutes at the temperature of 27° C. Then, 4.0 g of ethyl chloroformate acid was dissolved in 2 g of dioxane and the solution was added in two portions into the above reaction solution. After leaving it for one day, the solution was neutralized with conc. hydrochloric acid and was extracted with chloroform. The extract was evaporated in vacuo. The crude product was... The reactants are S(O)(O)(=O)=O (sulfuric acid), C1(=CC=C(C=C1)S(=O)(=O)O)C (p-toluenesulphonic acid), C12COCCC2(O1)C1=NC=C(C=N1)C=1C=C(C2=C(N=C(S2)NC(=O)NCC)C1)C1=NC=CC=C1 (1-[5-[2-(3,7-dioxabicyclo[4.1.0]heptan-6-yl)pyrimidin-5-yl]-7-(2-pyridyl)-1,3-benzothiazol-2-yl]-3-ethyl-urea). Run in C1CCOC1.O (THF H2O). Yields the product OC1COCCC1(O)C1=NC=C(C=N1)C=1C=C(C2=C(N=C(S2)NC(=O)NCC)C1)C1=NC=CC=C1 (1-(5-(2-(3,4-dihydroxytetrahydro-2H-pyran-4-yl)pyrimidin-5-yl)-7-(pyridin-2-yl)benzo[d]thiazol-2-yl)-3-ethylurea). Yield: 42.0%. RXN SMILES: [CH:1]12[O:7][C:6]1([C:8]1[N:13]=[CH:12][C:11]([C:14]3[CH:15]=[C:16]([C:29]4[CH:34]=[CH:33][CH:32]=[CH:31][N:30]=4)[C:17]4[S:21][C:20]([NH:22][C:23]([NH:25][CH2:26][CH3:27])=[O:24])=[N:19][C:18]=4[CH:28]=3)=[CH:10][N:9]=1)[CH2:5][CH2:4][O:3][CH2:2]2.S(=O)(=O)(O)[OH:36].C1(C)C=CC(S(O)(=O)=O)=CC=1>C1COCC1.O>[OH:7][CH:1]1[C:6]([C:8]2[N:13]=[CH:12][C:11]([C:14]3[CH:15]=[C:16]([C:29]4[CH:34]=[CH:33][CH:32]=[CH:31][N:30]=4)[C:17]4[S:21][C:20]([NH:22][C:23]([NH:25][CH2:26][CH3:27])=[O:24])=[N:19][C:18]=4[CH:28]=3)=[CH:10][N:9]=2)([OH:36])[CH2:5][CH2:4][O:3][CH2:2]1 |f:3.4|. Procedure: Compound iii (20 mg; 0.042 mmol) was dissolved in THF-H2O (10:1, 11 mL). Conc. sulfuric acid (20 μL) and p-toluenesulphonic acid (0.7 mg, 4 mmol) were added and the mixture stirred at RT. The mixture was concentrated in vacuo and purified over silica (0-100% 0.1% FA (aq)-MeCN) yielding Compound 8 (8.8 mg, 42%). Starting materials: NC1=CC=C(C#N)C=C1 (4-aminobenzonitrile), C([O-])([O-])=O.[K+].[K+] (potassium carbonate), ClCC1=CC=C(C(=O)Cl)C=C1 (4-chloromethyl-benzoyl chloride). Run in CC(=O)C (acetone). Yields the product ClCC1=CC=C(C(=O)NC2=CC=C(C=C2)C#N)C=C1 (4-chloromethyl-N-(4-cyano-phenyl)-benzamide). Yield: 102.1%. As a reaction SMILES: [NH2:1][C:2]1[CH:9]=[CH:8][C:5]([C:6]#[N:7])=[CH:4][CH:3]=1.C(=O)([O-])[O-].[K+].[K+].[Cl:16][CH2:17][C:18]1[CH:26]=[CH:25][C:21]([C:22](Cl)=[O:23])=[CH:20][CH:19]=1>CC(C)=O>[Cl:16][CH2:17][C:18]1[CH:26]=[CH:25][C:21]([C:22]([NH:1][C:2]2[CH:9]=[CH:8][C:5]([C:6]#[N:7])=[CH:4][CH:3]=2)=[O:23])=[CH:20][CH:19]=1 |f:1.2.3|. Procedure: Add 4-aminobenzonitrile (3.125 g, 26.4 mmol) and potassium carbonate (8.04 g, 58.2 mmol) to a solution of 4-chloromethyl-benzoyl chloride (5.00 g, 26.4 mmol) in acetone (60 mL). Heat at reflux for 4 hours. Cool to room temperature, filter, and concentrate to afford the title compound as a yellow solid (7.30 g, 91%): 1H NMR (DMSO-d6) δ 4.86 (s, 2H), 7.61 (d, 2H), 7.83 (d, 2H), 7.94-8.03 (m, 4H), 10.72 (s, 1H). The reactants are COC(=O)CC(=O)CBr, CO, Cl, N#C[K]. The product is COC(=O)CC(=O)CC#N. RXN SMILES: [Br:4][CH2:5][C:6]([CH2:7][C:8](=[O:9])[O:10][CH3:11])=[O:12].[CH3:14][OH:15].[ClH:13].[K:1][C:2]#[N:3]>>[C:2](#[N:3])[CH2:5][C:6]([CH2:7][C:8](=[O:9])[O:10][CH3:11])=[O:12].